From a dataset of the Open Reaction Database (ORD), a public repository of structured organic reaction records. describe an organic reaction: reactants, conditions, products, and yield Starting materials: BrCc1cccc(Br)n1, Cc1ccc2[nH]cc(C(=O)c3ccc(C)c(C)c3)c(=O)c2n1, CN([SiH](C)C)[Si](C)(C)C, CCOC(C)=O, [K], C1CCOC1, O. Reaction SMILES: [Br:33][c:34]1[n:35][c:36]([CH2:40][Br:41])[cH:37][cH:38][cH:39]1.[CH3:11][c:12]1[cH:13][c:14]([C:15](=[O:16])[c:17]2[cH:18][nH:19][c:20]3[cH:21][cH:22][c:23]([CH3:28])[n:24][c:25]3[c:26]2=[O:27])[cH:29][cH:30][c:31]1[CH3:32].[CH3:1][SiH:2]([CH3:3])[N:4]([CH3:5])[Si:6]([CH3:7])([CH3:8])[CH3:9].[CH3:48][CH2:49][O:50][C:51](=[O:52])[CH3:53].[K:10].[O:43]1[CH2:44][CH2:45][CH2:46][CH2:47]1.[OH2:42]>>[CH3:11][c:12]1[cH:13][c:14]([C:15](=[O:16])[c:17]2[cH:18][n:19]([CH2:40][c:36]3[n:35][c:34]([Br:33])[cH:39][cH:38][cH:37]3)[c:20]3[cH:21][cH:22][c:23]([CH3:28])[n:24][c:25]3[c:26]2=[O:27])[cH:29][cH:30][c:31]1[CH3:32]. Product: Cc1ccc2c(n1)c(=O)c(C(=O)c1ccc(C)c(C)c1)cn2Cc1cccc(Br)n1. Starting materials: ClCCl, Fc1ccc(C2CCN(CC3CNCC3C3CC3)CC2)cc1, O=C(Cl)c1cccc2ccccc12, c1ccncc1. Yields the product O=C(c1cccc2ccccc12)N1CC(CN2CCC(c3ccc(F)cc3)CC2)C(C2CC2)C1. Reaction SMILES: [Cl:42][CH2:43][Cl:44].[F:1][c:2]1[cH:3][cH:4][c:5]([CH:8]2[CH2:9][CH2:10][N:11]([CH2:14][CH:15]3[CH2:16][NH:17][CH2:18][CH:19]3[CH:20]3[CH2:21][CH2:22]3)[CH2:12][CH2:13]2)[cH:6][cH:7]1.[c:29]1([C:39](=[O:40])[Cl:41])[cH:30][cH:31][cH:32][c:33]2[cH:34][cH:35][cH:36][cH:37][c:38]12.[cH:23]1[cH:24][cH:25][n:26][cH:27][cH:28]1>>[F:1][c:2]1[cH:3][cH:4][c:5]([CH:8]2[CH2:9][CH2:10][N:11]([CH2:14][CH:15]3[CH2:16][N:17]([C:39]([c:29]4[cH:30][cH:31][cH:32][c:33]5[cH:34][cH:35][cH:36][cH:37][c:38]45)=[O:40])[CH2:18][CH:19]3[CH:20]3[CH2:21][CH2:22]3)[CH2:12][CH2:13]2)[cH:6][cH:7]1. Starting materials: CCCCc1ccc(C#Cc2ccc(CN(C(=O)c3ccc(-c4ccccc4)cc3)c3ccc4c(c3)C(=O)OC(C)(C)O4)cc2)cc1, CCO, [Na+], [OH-]. Yields the product CCCCc1ccc(C#Cc2ccc(CN(C(=O)c3ccc(-c4ccccc4)cc3)c3ccc(O)c(C(=O)O)c3)cc2)cc1. RXN SMILES: [CH2:1]([CH2:2][CH2:3][CH3:4])[c:5]1[cH:6][cH:7][c:8]([C:11]#[C:12][c:13]2[cH:14][cH:15][c:16]([CH2:17][N:18]([C:19](=[O:20])[c:21]3[cH:22][cH:23][c:24](-[c:27]4[cH:28][cH:29][cH:30][cH:31][cH:32]4)[cH:25][cH:26]3)[c:33]3[cH:34][c:35]4[c:36]([cH:44][cH:45]3)[O:37][C:38]([CH3:42])([CH3:43])[O:39][C:40]4=[O:41])[cH:46][cH:47]2)[cH:9][cH:10]1.[CH3:50][CH2:51][OH:52].[Na+:49].[OH-:48]>>[CH2:1]([CH2:2][CH2:3][CH3:4])[c:5]1[cH:6][cH:7][c:8]([C:11]#[C:12][c:13]2[cH:14][cH:15][c:16]([CH2:17][N:18]([C:19](=[O:20])[c:21]3[cH:22][cH:23][c:24](-[c:27]4[cH:28][cH:29][cH:30][cH:31][cH:32]4)[cH:25][cH:26]3)[c:33]3[cH:34][c:35]([C:40](=[O:39])[OH:41])[c:36]([OH:37])[cH:44][cH:45]3)[cH:46][cH:47]2)[cH:9][cH:10]1. Starting materials: ClC1=C(C=O)C=CC=N1 (2-chloronicotinaldehyde), FC1=C(C(=O)O)C=C(C=C1)O (2-fluoro-5-hydroxybenzoic acid), C([O-])([O-])=O.[Cs+].[Cs+] (cesium carbonate), CS(=O)C (DMSO). Solvent: O (water). Run at temperature 80 celsius. Product: FC1=C(C(=O)O)C=C(C=C1)OC1=NC=CC=C1C=O (2-fluoro-5-(3-formylpyridin-2-yloxy)benzoic acid). Reaction SMILES: Cl[C:2]1[N:9]=[CH:8][CH:7]=[CH:6][C:3]=1[CH:4]=[O:5].[F:10][C:11]1[CH:19]=[CH:18][C:17]([OH:20])=[CH:16][C:12]=1[C:13]([OH:15])=[O:14].C(=O)([O-])[O-].[Cs+].[Cs+].CS(C)=O>O>[F:10][C:11]1[CH:19]=[CH:18][C:17]([O:20][C:2]2[C:3]([CH:4]=[O:5])=[CH:6][CH:7]=[CH:8][N:9]=2)=[CH:16][C:12]=1[C:13]([OH:15])=[O:14] |f:2.3.4|. Reported procedure: To 2-chloronicotinaldehyde (381 mg, 2.69 mmol), 2-fluoro-5-hydroxybenzoic acid (300 mg, 1.92 mmol) and cesium carbonate (1.25 g, 3.84 mmol) was added DMSO (2.5 mL). The mixture was heated to 80° C. in a sealed tube for 3 hours. The cooled reaction was diluted with water and extracted with EtOAc. The aqueous layer was acidified with TFA (pH˜3) and extracted with EtOAc. This layer was dried over anhydrous sodium sulfate, filtered and concentrated. The residue was washed with Et2O dried to yield 2-...